Task: describe an organic reaction: reactants, conditions, products, and yield. Dataset: the Open Reaction Database (ORD), a public repository of structured organic reaction records RXN SMILES: [CH2:1]([C:3]([OH:35])([CH2:33][CH3:34])[CH2:4][CH2:5][CH2:6][CH2:7]/[CH:8]=[C:9](/[C:11]1[CH:12]=[C:13]([CH:30]=[CH:31][CH:32]=1)[O:14][CH2:15][C:16]1[CH:17]=[C:18]([C:26](OC)=[O:27])[C:19](=[CH:24][CH:25]=1)[C:20](OC)=[O:21])\[CH3:10])[CH3:2].[BH4-].[Li+]>>[OH:27][CH2:26][C:18]1[CH:17]=[C:16]([CH:25]=[CH:24][C:19]=1[CH2:20][OH:21])[CH2:15][O:14][C:13]1[CH:12]=[C:11](/[C:9](/[CH3:10])=[CH:8]/[CH2:7][CH2:6][CH2:5][CH2:4][C:3]([CH2:1][CH3:2])([OH:35])[CH2:33][CH3:34])[CH:32]=[CH:31][CH:30]=1 |f:1.2|. The reactants are C(C)C(CCCC/C=C(\C)/C=1C=C(OCC=2C=C(C(C(=O)OC)=CC2)C(=O)OC)C=CC1)(CC)O (dimethyl 4-[3-((E)-7-ethyl-7-hydroxy-1-methylnon-1-enyl)phenoxymethyl]phthalate), [BH4-].[Li+] (lithium borohydride). Yields the product OCC=1C=C(COC=2C=C(C=CC2)/C(=C/CCCCC(CC)(O)CC)/C)C=CC1CO ((E)-9-[3-(3,4-bis-Hydroxymethylbenzyloxy)phenyl]-3-ethyldec-8-en-3-ol). Procedure: In a manner similar to Example 53(e), by reacting 397 mg (0.85 mmol) of dimethyl 4-[3-((E)-7-ethyl-7-hydroxy-1-methylnon-1-enyl)phenoxymethyl]phthalate (prepared in a manner similar to Examples 72(a-c)) with 55 mg (2.5 mmol) of lithium borohydride, a colourless oil is obtained (m=323 mg; Y=92%).